From a dataset of the Open Reaction Database (ORD), a public repository of structured organic reaction records. describe an organic reaction: reactants, conditions, products, and yield Reactants: Cc1ccc(S(C)(=O)=O)cc1, O=[N+]([O-])O, O=S(=O)(O)O. Yields the product Cc1ccc(S(C)(=O)=O)cc1[N+](=O)[O-]. RXN SMILES: [CH3:1][S:2](=[O:3])(=[O:4])[c:5]1[cH:6][cH:7][c:8]([CH3:11])[cH:9][cH:10]1.[OH:12][N+:13]([O-:14])=[O:15].[S:16](=[O:17])(=[O:18])([OH:19])[OH:20]>>[CH3:1][S:2](=[O:3])(=[O:4])[c:5]1[cH:6][c:7]([N+:13](=[O:12])[O-:14])[c:8]([CH3:11])[cH:9][cH:10]1. The reactants are N1N=CC(=C1)C=O (1-H-pyrazole-4-carboxaldehyde), ClCC=1C(=NOC1C)C (4-chloromethyl-3,5-dimethylisoxazole), [H-].[Na+] (sodium hydride). Solvent: CN(C=O)C (N,N-dimethylformamide), CN(C=O)C (N,N-dimethylformamide). Conditions: temperature 0 celsius. The product is CC1=NOC(=C1CN1N=CC(=C1)C=O)C (1-(3,5-Dimethylisoxazol-4-ylmethyl)-1H-pyrazole-4-carbaldehyde). Reaction SMILES: [H-].[Na+].[NH:3]1[CH:7]=[C:6]([CH:8]=[O:9])[CH:5]=[N:4]1.Cl[CH2:11][C:12]1[C:13]([CH3:18])=[N:14][O:15][C:16]=1[CH3:17]>CN(C)C=O>[CH3:18][C:13]1[C:12]([CH2:11][N:3]2[CH:7]=[C:6]([CH:8]=[O:9])[CH:5]=[N:4]2)=[C:16]([CH3:17])[O:15][N:14]=1 |f:0.1|. Procedure details: Add N,N-dimethylformamide (3 mL) to sodium hydride (0.092 g, 2.29 mmol) and stir at 0° C. Add 1-H-pyrazole-4-carboxaldehyde (0.200 g, 2.08 mmol) and stir at 0° C. for 20 min. Dissolve 4-chloromethyl-3,5-dimethylisoxazole (0.318 g, 2.18 mmol) in N,N-dimethylformamide (4 mL) and add to reaction mixture. Stir reaction at room temperature for 18 hr. Quench with aqueous saturated sodium bicarbonate solution. Add ethyl acetate and separate organic layer. Extract aqueous layer twice with ethyl acetate.... Starting materials: resultant mixture, Cl (hydrochloric acid), ON1N=NC2=C1C=CC=C2 (N-hydroxybenzotriazole), CN(CCCN=C=NCC)C (1-(3-dimethylaminopropyl)-3-ethylcarbodiimide), CN1CCOCC1 (4-methylmorpholine), CN1CC(C1)N (1-methylazetidin-3-amine), COC(=O)C=1C=C2CC(C(NC2=CC1)C=1C=C(C(=O)O)C=CC1)(C)C (3-(6-(methoxycarbonyl)-3,3-dimethyl-1,2,3,4-tetrahydroquinolin-2-yl)benzoic acid). Run in ClCCl (dichloromethane). Conditions: time 60 minute. Yields the product CC1(C(NC2=CC=C(C=C2C1)C(=O)OC)C1=CC(=CC=C1)C(NC1CN(C1)C)=O)C (methyl 3,3-dimethyl-2-(3-(1-methylazetidin-3-ylcarbamoyl)phenyl)-1,2,3,4-tetrahydroquinoline-6-carboxylate). Yield: 109.2%. As a reaction SMILES: [CH3:1][O:2][C:3]([C:5]1[CH:6]=[C:7]2[C:12](=[CH:13][CH:14]=1)[NH:11][CH:10]([C:15]1[CH:16]=[C:17]([CH:21]=[CH:22][CH:23]=1)[C:18](O)=[O:19])[C:9]([CH3:25])([CH3:24])[CH2:8]2)=[O:4].ON1C2C=CC=CC=2N=N1.CN(C)CCCN=C=NCC.Cl.CN1CCOCC1.[CH3:55][N:56]1[CH2:59][CH:58]([NH2:60])[CH2:57]1>ClCCl>[CH3:24][C:9]1([CH3:25])[CH2:8][C:7]2[C:12](=[CH:13][CH:14]=[C:5]([C:3]([O:2][CH3:1])=[O:4])[CH:6]=2)[NH:11][CH:10]1[C:15]1[CH:23]=[CH:22][CH:21]=[C:17]([C:18](=[O:19])[NH:60][CH:58]2[CH2:59][N:56]([CH3:55])[CH2:57]2)[CH:16]=1. Reported procedure: To a suspension of 3-(6-(methoxycarbonyl)-3,3-dimethyl-1,2,3,4-tetrahydroquinolin-2-yl)benzoic acid (100 mg, 0.29 mmol) in dichloromethane (6.7 mL) was added N-hydroxybenzotriazole (59.7 mg, 0.44 mmol) and 1-(3-dimethylaminopropyl)-3-ethylcarbodiimide.hydrochloric acid (169.7 mg, 0.88 mmol), followed by 4-methylmorpholine (89.5 mg, 0.88 mmol) and the resultant mixture was stirred at room temperature for 40 min. Then 1-methylazetidin-3-amine (30.5 mg, 0.35 mmol) was added to the flask and the rea... Reactants: C(C)(C)(C)OC(=O)NCC=1C=NC(=CC1)C#CC1CCCCC1 (3-(tert-butoxycarbonylamino-methyl)-6-cyclohexylethynyl-pyridine), [H][H] (hydrogen), [H][H] (hydrogen). The reagents and catalysts are [Pd].CC(=O)[O-].CC(=O)[O-].[Pb+2] (Lindlar's Catalyst). The solvent is CCOC(=O)C (EtOAc). The product is C(C)(C)(C)OC(=O)NCC=1C=NC(=CC1)\C=C/C1CCCCC1 ((Z)-3-(tert-Butoxycarbonylamino-methyl)-6-(2-cyclohexylvinyl)-pyridine). The yield is 30.0%. Reaction SMILES: [C:1]([O:5][C:6]([NH:8][CH2:9][C:10]1[CH:11]=[N:12][C:13]([C:16]#[C:17][CH:18]2[CH2:23][CH2:22][CH2:21][CH2:20][CH2:19]2)=[CH:14][CH:15]=1)=[O:7])([CH3:4])([CH3:3])[CH3:2].[H][H]>[Pd].CC([O-])=O.CC([O-])=O.[Pb+2].CCOC(C)=O>[C:1]([O:5][C:6]([NH:8][CH2:9][C:10]1[CH:11]=[N:12][C:13](/[CH:16]=[CH:17]\[CH:18]2[CH2:19][CH2:20][CH2:21][CH2:22][CH2:23]2)=[CH:14][CH:15]=1)=[O:7])([CH3:4])([CH3:2])[CH3:3] |f:2.3.4.5|. Procedure: Add 3-(tert-butoxycarbonylamino-methyl)-6-cyclohexylethynyl-pyridine (0.7 g, 2.21 mmol) and Lindlar's Catalyst (0.1 g) to EtOAc (20 mL). Bubble hydrogen (via balloon) through the mixture for 2 h and stir under static atmosphere of hydrogen overnight. Filter the catalyst through Celite® and concentrate the filtrate in vacuo. Purify the crude mixture by chromatography on silica gel (80 g, pre-packed cartridge) eluting with hexane/EtOAc (1:0 to 9:1 gradient over 1.25 h, 80 mL/min) to obtain the des... Reactants: C(=O)C1=CC=C(C=C1)B(O)O (4-formylphenyl boronic acid), CN(C=1N=NC(=C(C1)C1=CC=CC=C1)Cl)C (N,N-dimethyl 6-chloro-5-phenylpyridazin-3-amine), C(=O)([O-])[O-].[Na+].[Na+] (Na2CO3), palladium(0) tetrakis-triphenylphosphine. Run in O1CCOCC1 (dioxane), O (water). Run at temperature 110 celsius. Yields the product CN(C1=CC(=C(N=N1)C1=CC=C(C=O)C=C1)C1=CC=CC=C1)C (4-[6-(Dimethylamino)-4-phenylpyridazin-3-yl]benzaldehyde). Reaction SMILES: [CH3:1][N:2]([CH3:16])[C:3]1[N:4]=[N:5][C:6](Cl)=[C:7]([C:9]2[CH:14]=[CH:13][CH:12]=[CH:11][CH:10]=2)[CH:8]=1.[CH:17]([C:19]1[CH:24]=[CH:23][C:22](B(O)O)=[CH:21][CH:20]=1)=[O:18].C([O-])([O-])=O.[Na+].[Na+]>O1CCOCC1.O>[CH3:1][N:2]([CH3:16])[C:3]1[N:4]=[N:5][C:6]([C:22]2[CH:23]=[CH:24][C:19]([CH:17]=[O:18])=[CH:20][CH:21]=2)=[C:7]([C:9]2[CH:14]=[CH:13][CH:12]=[CH:11][CH:10]=2)[CH:8]=1 |f:2.3.4|. Procedure: N,N-dimethyl 6-chloro-5-phenylpyridazin-3-amine (1-2; 120 mg, 0.51 mmol) was dissolved in dry dioxane (3 mL) and 4-formylphenyl boronic acid (136 mg, 0.91 mmol). 2 M aqueous Na2CO3 (0.75 mL) and palladium(0) tetrakis-triphenylphosphine (66 mg, 0.058 mmol) were then added. This mixture was degassed, the vessel sealed and heated at 110° C. for 24 hours. The cooled reaction was diluted with water and the product extracted into ethyl acetate, the extract dried over anhydrous NaSO4, filtered and evap... Starting materials: CC(=O)O[BH-](OC(C)=O)OC(C)=O, O=C([O-])O, CC(=O)O, ClC(Cl)Cl, [Na+], [Na+], CC(C)(C)OC(=O)N(Cc1ccc2c(c1)OCCO2)C1CCNCC1, COC(=O)c1cc(=O)n(CC=O)c2ccccc12. The product is COC(=O)c1cc(=O)n(CCN2CCC(N(Cc3ccc4c(c3)OCCO4)C(=O)OC(C)(C)C)CC2)c2ccccc12. As a reaction SMILES: [C:44]([O:45][BH-:46]([O:47][C:48](=[O:49])[CH3:50])[O:51][C:52](=[O:53])[CH3:54])(=[O:55])[CH3:56].[C:58](=[O:59])([O-:60])[OH:61].[CH3:63][C:64](=[O:65])[OH:66].[CH:67]([Cl:68])([Cl:69])[Cl:70].[Na+:57].[Na+:62].[O:19]1[CH2:20][CH2:21][O:22][c:23]2[c:24]1[cH:25][cH:26][c:27]([CH2:29][N:30]([C:31]([O:32][C:33]([CH3:34])([CH3:35])[CH3:36])=[O:37])[CH:38]1[CH2:39][CH2:40][NH:41][CH2:42][CH2:43]1)[cH:28]2.[O:1]=[c:2]1[n:3]([CH2:16][CH:17]=[O:18])[c:4]2[cH:5][cH:6][cH:7][cH:8][c:9]2[c:10]([C:12](=[O:13])[O:14][CH3:15])[cH:11]1>>[O:1]=[c:2]1[n:3]([CH2:16][CH2:17][N:41]2[CH2:40][CH2:39][CH:38]([N:30]([CH2:29][c:27]3[cH:26][cH:25][c:24]4[c:23]([cH:28]3)[O:22][CH2:21][CH2:20][O:19]4)[C:31]([O:32][C:33]([CH3:34])([CH3:35])[CH3:36])=[O:37])[CH2:43][CH2:42]2)[c:4]2[cH:5][cH:6][cH:7][cH:8][c:9]2[c:10]([C:12](=[O:13])[O:14][CH3:15])[cH:11]1. Reactants: C(C)(C)(C)OC([C@@H](NC(C1=CC=C(C=C1)CNC(CCSCC(COC(CCCCCCCCCCCCCCC)=O)OC(CCCCCCCCCCCCCCC)=O)=O)=O)CCC(=O)OC(C)(C)C)=O (4-[6,7-bis(palmitoyloxy)-4-thiaheptanoylaminomethyl]benzoyl-glutamic acid di-t-butyl ester), Example 39, FC(C(=O)O)(F)F (trifiuoroacetic acid). Solvent: ClCCl (dichloromethane). Run at time 30 minute. Yields the product C(CCCCCCCCCCCCCCC)(=O)OC(CSCCC(=O)NCC1=CC=C(C(=O)N[C@@H](CCC(=O)O)C(=O)O)C=C1)COC(CCCCCCCCCCCCCCC)=O (4 -[6,7,bis(palmitoyloxy)-4-thiaheptanoylaminomethyl]benzoylglutamic acid). Yield: 80.0%. Reaction SMILES: C([O:5][C:6](=[O:72])[C@H:7]([CH2:63][CH2:64][C:65]([O:67]C(C)(C)C)=[O:66])[NH:8][C:9](=[O:62])[C:10]1[CH:15]=[CH:14][C:13]([CH2:16][NH:17][C:18](=[O:61])[CH2:19][CH2:20][S:21][CH2:22][CH:23]([O:43][C:44](=[O:60])[CH2:45][CH2:46][CH2:47][CH2:48][CH2:49][CH2:50][CH2:51][CH2:52][CH2:53][CH2:54][CH2:55][CH2:56][CH2:57][CH2:58][CH3:59])[CH2:24][O:25][C:26](=[O:42])[CH2:27][CH2:28][CH2:29][CH2:30][CH2:31][CH2:32][CH2:33][CH2:34][CH2:35][CH2:36][CH2:37][CH2:38][CH2:39][CH2:40][CH3:41])=[CH:12][CH:11]=1)(C)(C)C.FC(F)(F)C(O)=O>ClCCl>[C:44]([O:43][CH:23]([CH2:24][O:25][C:26](=[O:42])[CH2:27][CH2:28][CH2:29][CH2:30][CH2:31][CH2:32][CH2:33][CH2:34][CH2:35][CH2:36][CH2:37][CH2:38][CH2:39][CH2:40][CH3:41])[CH2:22][S:21][CH2:20][CH2:19][C:18]([NH:17][CH2:16][C:13]1[CH:14]=[CH:15][C:10]([C:9]([NH:8][C@H:7]([C:6]([OH:72])=[O:5])[CH2:63][CH2:64][C:65]([OH:67])=[O:66])=[O:62])=[CH:11][CH:12]=1)=[O:61])(=[O:60])[CH2:45][CH2:46][CH2:47][CH2:48][CH2:49][CH2:50][CH2:51][CH2:52][CH2:53][CH2:54][CH2:55][CH2:56][CH2:57][CH2:58][CH3:59]. Procedure: A solution of 4-[6,7-bis(palmitoyloxy)-4-thiaheptanoylaminomethyl]benzoyl-glutamic acid di-t-butyl ester as obtained in Example 39 (325 mg) in dichloromethane (0.5 ml)-trifiuoroacetic acid (1 ml) was stirred at room temperature for 30 minutes. After solvent concentration under reduced pressure, the resulting residue was crystallized from methanol-water to yield the title compound (231 mg, yield 80%) as a colorless powder. Starting materials: Cl, COc1ccc2c(OCCc3cc(-c4cc(C)cs4)cnc3F)ccnc2c1, C1COCCO1. Product: COc1ccc2c(OCCc3cc(-c4cc(C)cs4)c[nH]c3=O)ccnc2c1. RXN SMILES: [ClH:29].[F:1][c:2]1[n:3][cH:4][c:5](-[c:23]2[s:24][cH:25][c:26]([CH3:28])[cH:27]2)[cH:6][c:7]1[CH2:8][CH2:9][O:10][c:11]1[cH:12][cH:13][n:14][c:15]2[cH:16][c:17]([O:21][CH3:22])[cH:18][cH:19][c:20]12.[O:30]1[CH2:31][CH2:32][O:33][CH2:34][CH2:35]1>>[c:2]1(=[O:30])[nH:3][cH:4][c:5](-[c:23]2[s:24][cH:25][c:26]([CH3:28])[cH:27]2)[cH:6][c:7]1[CH2:8][CH2:9][O:10][c:11]1[cH:12][cH:13][n:14][c:15]2[cH:16][c:17]([O:21][CH3:22])[cH:18][cH:19][c:20]12. Reactants: CC=1C=C2C=CNC2=C(C1)Br (5-methyl-7-bromoindole), [H-].[Na+] (sodium hydride), CI (methyl iodide). Run in CN(C)C=O (DMF), CN(C)C=O (DMF). Run at time 1 hour. Product: CN1C=CC2=CC(=CC(=C12)Br)C (1,5-Dimethyl-7-bromoindole). The yield is 96.0%. Reaction SMILES: [H-].[Na+].[CH3:3][C:4]1[CH:5]=[C:6]2[C:10](=[C:11]([Br:13])[CH:12]=1)[NH:9][CH:8]=[CH:7]2.[CH3:14]I>CN(C=O)C>[CH3:14][N:9]1[C:10]2[C:6](=[CH:5][C:4]([CH3:3])=[CH:12][C:11]=2[Br:13])[CH:7]=[CH:8]1 |f:0.1|. Reported procedure: To a suspension of sodium hydride (60%, 0.91 g, 22.9 mmol) in DMF (70 mL) was added a solution of 5-methyl-7-bromoindole (4.0 g, 19.05 mmol) in DMF (10 mL). The mixture was stirred at room temperature for 1 h, and then methyl iodide (1.78 mL, 28.6 mmol) was added with cooling in an ice-water-bath. The reaction mixture was allowed to warm to room temperature and stirred overnight. The reaction was quenched with water and extracted with ethyl acetate. The extract was washed with water and brine, d... The reactants are C(C1=CC=CC=C1)OC(CN1N=C(N=C1)C)=O ((3-methyl-[1,2,4]triazol-1-yl)acetic acid benzyl ester), ( B ). Run in CCO (EtOH). The product is CC1=NN(C=N1)CC(=O)O ((3-Methyl-[1,2,4]triazol-1-yl)-acetic acid). As a reaction SMILES: C([O:8][C:9](=[O:17])[CH2:10][N:11]1[CH:15]=[N:14][C:13]([CH3:16])=[N:12]1)C1C=CC=CC=1>CCO>[CH3:16][C:13]1[N:14]=[CH:15][N:11]([CH2:10][C:9]([OH:17])=[O:8])[N:12]=1. Procedure details: This compound was prepared using a method analogous to that of Example 14 step 14.2, (3-methyl-[1,2,4]triazol-1-yl)acetic acid benzyl ester (described in Precursor for Example 212 step 212.1) replacing intermediate 14.1 and using EtOH instead of MeOH/AcOH. LC-MS (B): tR=0.18 min; [M+H]+: 142.22.